Task: describe an organic reaction: reactants, conditions, products, and yield. Dataset: the Open Reaction Database (ORD), a public repository of structured organic reaction records Reactants: O=C1CCC(=O)N1Br, [N-]=[N+]=NCCCC1(c2ccccc2)SC(c2cc(F)ccc2F)=NN1c1nncs1. Yields the product [N-]=[N+]=NCCCC1(c2ccccc2)SC(c2cc(F)ccc2F)=NN1c1nnc(Br)s1. RXN SMILES: [Br:31][N:32]1[C:33](=[O:34])[CH2:35][CH2:36][C:37]1=[O:38].[N:1](=[N+:2]=[N-:3])[CH2:4][CH2:5][CH2:6][C:7]1([c:25]2[cH:26][cH:27][cH:28][cH:29][cH:30]2)[S:8][C:9]([c:17]2[c:18]([F:24])[cH:19][cH:20][c:21]([F:23])[cH:22]2)=[N:10][N:11]1[c:12]1[s:13][cH:14][n:15][n:16]1>>[N:1](=[N+:2]=[N-:3])[CH2:4][CH2:5][CH2:6][C:7]1([c:25]2[cH:26][cH:27][cH:28][cH:29][cH:30]2)[S:8][C:9]([c:17]2[c:18]([F:24])[cH:19][cH:20][c:21]([F:23])[cH:22]2)=[N:10][N:11]1[c:12]1[s:13][c:14]([Br:31])[n:15][n:16]1. Reactants: CC(C(=O)Cl)(CC)C (2,2-Dimethylbutyryl chloride), CC1(COC(OC1)/C=C/C1=C(C=C(C=C1C)C)C(O)CCCCCCCCC)C ((E)-2-[2-(5,5-dimethyl-1,3-dioxan-2-yl)ethenyl]3,5-dimethyl-α-nonylbenzenemethanol). The reagents and catalysts are CN(C1=CC=NC=C1)C (4-dimethylaminopyridine). The solvent is C(Cl)Cl (methylene chloride). Conditions: time 5 hour. Product: CC1(COC(OC1)/C=C/C1=C(C=C(C=C1C)C)C(CCCCCCCCC)OC(C(CC)(C)C)=O)C (2,2-dimethylbutanoic acid (E)-1-[2-[2-(5,5-dimethyl-1,3-dioxan-2-yl)-ethenyl]-3,5-dimethylphenyl]decyl ester). Isolated yield 88.0%. As a reaction SMILES: [CH3:1][C:2]([CH3:8])([CH2:6][CH3:7])[C:3](Cl)=[O:4].[CH3:9][C:10]1([CH3:37])[CH2:15][O:14][CH:13](/[CH:16]=[CH:17]/[C:18]2[C:23]([CH3:24])=[CH:22][C:21]([CH3:25])=[CH:20][C:19]=2[CH:26]([CH2:28][CH2:29][CH2:30][CH2:31][CH2:32][CH2:33][CH2:34][CH2:35][CH3:36])[OH:27])[O:12][CH2:11]1>CN(C)C1C=CN=CC=1.C(Cl)Cl>[CH3:9][C:10]1([CH3:37])[CH2:11][O:12][CH:13](/[CH:16]=[CH:17]/[C:18]2[C:23]([CH3:24])=[CH:22][C:21]([CH3:25])=[CH:20][C:19]=2[CH:26]([O:27][C:3](=[O:4])[C:2]([CH3:8])([CH3:1])[CH2:6][CH3:7])[CH2:28][CH2:29][CH2:30][CH2:31][CH2:32][CH2:33][CH2:34][CH2:35][CH3:36])[O:14][CH2:15]1. Procedure details: 2,2-Dimethylbutyryl chloride (1.2 mL, 8.66 mmol) and 4-dimethylaminopyridine (1.17 g, 9.58 mmol) were added under a nitrogen atmosphere at room temperature to a solution of the alcohol prepared in the preceding paragraph (880 mg, 2.18 mmol) in 50 mL of methylene chloride. After the addition, the solution was stirred at room temperature for 5 hours. The solution was washed with 10% HCl, 10% NaHCO3, dried (anh. K2CO3) and the solvent removed under reduced pressure. Purification of the residual oil...